From a dataset of the Open Reaction Database (ORD), a public repository of structured organic reaction records. describe an organic reaction: reactants, conditions, products, and yield Reactants: ClC1=CC(=C(C(=O)OC)C=C1)OC(C(=O)OC)C (4- Chloro-2-(2-methoxy-1-methyl-2-oxoethoxy)benzoic acid, methyl ester), [H-].[Na+] (sodium hydride), [Cl-].[NH4+] (ammonium chloride), CCOCC (ether). The solvent is O1CCCC1 (tetrahydrofuran). The product is ClC1=CC2=C(C(C(O2)C)=O)C=C1 (6-chloro-2-methyl-3(2H)-benzofuranone). Yield: 44.4%. Reaction SMILES: [Cl:1][C:2]1[CH:11]=[CH:10][C:5](C(OC)=O)=[C:4]([O:12][CH:13]([CH3:18])[C:14]([O:16]C)=O)[CH:3]=1.[H-].[Na+].[Cl-].[NH4+].CCOCC>O1CCCC1>[Cl:1][C:2]1[CH:11]=[CH:10][C:5]2[C:14](=[O:16])[CH:13]([CH3:18])[O:12][C:4]=2[CH:3]=1 |f:1.2,3.4|. Reported procedure: A mixture of the compound of Example 7, Step A, (6.7 g) and sodium hydride (60% in oil, 1.5 g) was heated to reflux in tetrahydrofuran (50 ml). It Was then allowed to cool to room temperature over 1.5 hrs. The cooled mixture was treated with aqueous ammonium chloride solution and ether. The ether solution was dried over magnesium sulfate and then evaporated. The oil was subjected to chromatography on silica gel with hexanes/ethyl acetate (25:1) as the eluent. The desired product (1.99 g) was obt... Reactants: NC1=NC(=NS1)C(C(=O)N[C@H]1[C@@H]2N(C(=C(CS2)C[N+]=2N(C(=CC2)N)CCO)C(=O)[O-])C1=O)=NOC(C)(C)C(=O)O (7β-[2-(5-amino-1,2,4-thiadiazol-3-yl)-2-(1-carboxy-1-methylethoxyimino)acetamido]-3-[3-amino-2-(2-hydroxyethyl)-1-pyrazolio]methyl-3-cephem-4-carboxylate), Cl (hydrochloric acid). Solvent: O (water). Product: Cl.NC1=NC(=NS1)C(C(=O)N[C@H]1[C@@H]2N(C(=C(CS2)C[N+]=2N(C(=CC2)N)CCO)C(=O)[O-])C1=O)=NOC(C)(C)C(=O)O (7β-[2-(5-amino-1,2,4-thiadiazol-3-yl)-2-(1-carboxy-1-methylethoxyimino)acetamido]-3-[3-amino-2-(2-hydroxyethyl)-1-pyrazolio]methyl-3-cephem-4-carboxylate hydrochloride). Reaction SMILES: [NH2:1][C:2]1[S:6][N:5]=[C:4]([C:7](=[N:33][O:34][C:35]([C:38]([OH:40])=[O:39])([CH3:37])[CH3:36])[C:8]([NH:10][C@@H:11]2[C:31](=[O:32])[N:13]3[C:14]([C:28]([O-:30])=[O:29])=[C:15]([CH2:18][N+:19]4[N:20]([CH2:25][CH2:26][OH:27])[C:21]([NH2:24])=[CH:22][CH:23]=4)[CH2:16][S:17][C@H:12]23)=[O:9])[N:3]=1.[ClH:41]>O>[ClH:41].[NH2:1][C:2]1[S:6][N:5]=[C:4]([C:7](=[N:33][O:34][C:35]([C:38]([OH:40])=[O:39])([CH3:37])[CH3:36])[C:8]([NH:10][C@@H:11]2[C:31](=[O:32])[N:13]3[C:14]([C:28]([O-:30])=[O:29])=[C:15]([CH2:18][N+:19]4[N:20]([CH2:25][CH2:26][OH:27])[C:21]([NH2:24])=[CH:22][CH:23]=4)[CH2:16][S:17][C@H:12]23)=[O:9])[N:3]=1 |f:3.4|. Procedure details: A suspension of 7β-[2-(5-amino-1,2,4-thiadiazol-3-yl)-2-(1-carboxy-1-methylethoxyimino)acetamido]-3-[3-amino-2-(2-hydroxyethyl)-1-pyrazolio]methyl-3-cephem-4-carboxylate (syn-isomer) (10 g) in water (10 ml) is adjusted to pH 1.0 with 2N-hydrochloric acid at 20° C. with stirring. The resulting solution is further stirred at the same temperature for 2 hours and the resultant crystals are collected by filtration and dried to give crystals of 7β-[2-(5-amino-1,2,4-thiadiazol-3-yl)-2-(1-carboxy-1-meth... Product: CCCCCNc1nc(N)nc(C)c1C. The reactants are CCO, CCCCCNc1nc(Cl)nc(C)c1C, N. Reaction SMILES: [CH2:16]([OH:17])[CH3:18].[Cl:1][c:2]1[n:3][c:4]([CH3:15])[c:5]([CH3:14])[c:6]([NH:8][CH2:9][CH2:10][CH2:11][CH2:12][CH3:13])[n:7]1.[NH3:19]>>[c:2]1([NH2:19])[n:3][c:4]([CH3:15])[c:5]([CH3:14])[c:6]([NH:8][CH2:9][CH2:10][CH2:11][CH2:12][CH3:13])[n:7]1. Reactants: CS(=O)(=O)C=1C=C(C=CC1)C1=C(C=CC=C1)NC#N (N-(3'-methanesulphonyl-2-biphenylyl)-cyanamide), CNC (dimethylamine). Yields the product CS(=O)(=O)C=1C=C(C=CC1)C1=C(C=CC=C1)NC(=N)N(C)C (N-(3'-methanesulphonyl-2-biphenylyl)-N',N'-dimethylguanidine). RXN SMILES: [CH3:1][S:2]([C:5]1[CH:6]=[C:7]([C:11]2[CH:16]=[CH:15][CH:14]=[CH:13][C:12]=2[NH:17][C:18]#[N:19])[CH:8]=[CH:9][CH:10]=1)(=[O:4])=[O:3].[CH3:20][NH:21][CH3:22]>>[CH3:1][S:2]([C:5]1[CH:6]=[C:7]([C:11]2[CH:16]=[CH:15][CH:14]=[CH:13][C:12]=2[NH:17][C:18]([N:21]([CH3:22])[CH3:20])=[NH:19])[CH:8]=[CH:9][CH:10]=1)(=[O:3])=[O:4]. Reported procedure: A mixture of N-(3'-methanesulphonyl-2-biphenylyl)-cyanamide (2.7 g) and 33% ethanolic dimethylamine solution (25 ml) was heated under reflux for 3 hours to give N-(3'-methanesulphonyl-2-biphenylyl)-N',N'-dimethylguanidine (m.p. 113°-114° C.) which was recrystallised from ethylacetate. Starting materials: ClC=1C(=C(NC2=NC=NC3=CC(=C(C=C23)O[C@@H]2C[C@H](N(C2)C(=O)OC(C)(C)C)C(=O)OC)OC)C=CC1)F (4-(3-chloro-2-fluoroanilino)-6-[(2S,4R)-1-(tert-butoxycarbonyl)-2-(methoxycarbonyl)pyrrolidin-4-yloxy]-7-methoxyquinazoline), C=O (paraformaldehyde). The solvent is C(=O)O (formic acid). Run at temperature 85 celsius. Yields the product ClC=1C(=C(NC2=NC=NC3=CC(=C(C=C23)O[C@@H]2CC(N(C2)C)C(=O)OC)OC)C=CC1)F (4-(3-chloro-2-fluoroanilino)-6-[(2RS,4R)-1-methyl-2-(methoxycarbonyl)pyrrolidin-4-yloxy]-7-methoxyquinazoline). Yield: 65.3%. RXN SMILES: [Cl:1][C:2]1[C:3]([F:38])=[C:4]([CH:35]=[CH:36][CH:37]=1)[NH:5][C:6]1[C:15]2[C:10](=[CH:11][C:12]([O:33][CH3:34])=[C:13]([O:16][C@H:17]3[CH2:21][N:20]([C:22](OC(C)(C)C)=O)[C@H:19]([C:29]([O:31][CH3:32])=[O:30])[CH2:18]3)[CH:14]=2)[N:9]=[CH:8][N:7]=1.C=O>C(O)=O>[Cl:1][C:2]1[C:3]([F:38])=[C:4]([CH:35]=[CH:36][CH:37]=1)[NH:5][C:6]1[C:15]2[C:10](=[CH:11][C:12]([O:33][CH3:34])=[C:13]([O:16][C@H:17]3[CH2:21][N:20]([CH3:22])[CH:19]([C:29]([O:31][CH3:32])=[O:30])[CH2:18]3)[CH:14]=2)[N:9]=[CH:8][N:7]=1. Procedure: A solution of 4-(3-chloro-2-fluoroanilino)-6-[(2S,4R)-1-(tert-butoxycarbonyl)-2-(methoxycarbonyl)pyrrolidin-4-yloxy]-7-methoxyquinazoline (480 mg, 0.88 mmol) in formic acid (50 ml) was reacted with paraformaldehyde (29 mg, 0.97 mmol) and the resulting mixture heated at 85° C. for 6 hours. The reaction mixture was evaporated and the residues partitioned between saturated aqueous NaHCO3 (50 ml) and ethyl acetate (100 ml). The organic layer was dried over MgSO4, filtered and evaporated. The residue... The reactants are COC(CCC(CC1=CC=C(C=C1)O)NC(CCCCCCC1=CC=CC=C1)=O)=O ((RS)-5-(4-Hydroxy-phenyl)-4-(7-phenyl-heptanoylamino)-pentanoic acid methyl ester), Cl.N1=C(C=CC=C1)CCl (2-picolylchloride hydrochloride), C(=O)([O-])[O-].[K+].[K+] (K2CO3). Solvent: CN(C)C=O (DMF). The product is COC(CCC(CC1=CC=C(C=C1)OCC1=NC=CC=C1)NC(CCCCCCC1=CC=CC=C1)=O)=O ((RS)-4-(7-Phenyl-heptanoylamino)-5-[4-(pyridin-2-ylmethoxy)-phenyl]-pentanoic acid methyl ester). The yield is 68.8%. As a reaction SMILES: [CH3:1][O:2][C:3](=[O:30])[CH2:4][CH2:5][CH:6]([NH:15][C:16](=[O:29])[CH2:17][CH2:18][CH2:19][CH2:20][CH2:21][CH2:22][C:23]1[CH:28]=[CH:27][CH:26]=[CH:25][CH:24]=1)[CH2:7][C:8]1[CH:13]=[CH:12][C:11]([OH:14])=[CH:10][CH:9]=1.Cl.[N:32]1[CH:37]=[CH:36][CH:35]=[CH:34][C:33]=1[CH2:38]Cl.C([O-])([O-])=O.[K+].[K+]>CN(C=O)C>[CH3:1][O:2][C:3](=[O:30])[CH2:4][CH2:5][CH:6]([NH:15][C:16](=[O:29])[CH2:17][CH2:18][CH2:19][CH2:20][CH2:21][CH2:22][C:23]1[CH:24]=[CH:25][CH:26]=[CH:27][CH:28]=1)[CH2:7][C:8]1[CH:13]=[CH:12][C:11]([O:14][CH2:38][C:33]2[CH:34]=[CH:35][CH:36]=[CH:37][N:32]=2)=[CH:10][CH:9]=1 |f:1.2,3.4.5|. Reported procedure: (RS)-5-(4-Hydroxy-phenyl)-4-(7-phenyl-heptanoylamino)-pentanoic acid methyl ester 92 (889 mg, 2.16 mmol), 2-picolylchloride hydrochloride (570 mg, 3.47 mmol) and finely powdered anhydrous K2CO3 (1.45 g, 10.5 mmol) was stirred in dry DMF (7 mL) for 48 hr. The mixture was poured onto water (40 mL) and extracted into EtOAc. The extract was successively washed with HCl solution (1 M, 30 mL), saturated NaHCO3 solution, brine, and then dried with MgSO4. Concentration of the solvent in vacuo afforded 9... Reactants: N[C@@H](C)C(=O)O (alanine), Cl (HCl), O1CCOCC1 (1,4-Dioxane), C(=O)(OCC1C2=CC=CC=C2C2=CC=CC=C12)ON1C(=O)CCC1=O (Fmoc-OSu). Run in O (water), O (water), C([O-])([O-])=O.[Na+].[Na+] (sodium carbonate), C([O-])([O-])=O.[Na+].[Na+] (sodium carbonate). Yields the product C(=O)(OCC1C2=CC=CC=C2C2=CC=CC=C12)N[C@@H](C)C(=O)O (N-Fmoc-L-alanine). As a reaction SMILES: [NH2:1][C@H:2]([C:4]([OH:6])=[O:5])[CH3:3].O1CCOCC1.[C:13](ON1C(=O)CCC1=O)([O:15][CH2:16][CH:17]1[C:29]2[C:24](=[CH:25][CH:26]=[CH:27][CH:28]=2)[C:23]2[C:18]1=[CH:19][CH:20]=[CH:21][CH:22]=2)=[O:14].Cl>O.C(=O)([O-])[O-].[Na+].[Na+]>[C:13]([NH:1][C@H:2]([C:4]([OH:6])=[O:5])[CH3:3])([O:15][CH2:16][CH:17]1[C:18]2[C:23](=[CH:22][CH:21]=[CH:20][CH:19]=2)[C:24]2[C:29]1=[CH:28][CH:27]=[CH:26][CH:25]=2)=[O:14] |f:5.6.7|. Reported procedure: 1 g of each isotope labeled alanine (11.2 mmol) were dissolved in 15 mL of purified water and 1.2 g of sodium carbonate (see Figure GP2). 15 mL of 1,4-Dioxane was added slowly to each and stirred. Over the period of two and a half hours, 3.8 g of Fmoc-OSu (9-Fluorenylmethyl-N-hydroxysuccinimide) was added to each (see Figure GP3 for scheme). Additional saturated sodium carbonate in water was added to maintain a pH=10. Solutions were allowed to stir overnight. 6M HCl was slowly added to the solut... Reactants: CN(C)C=C(C=CC#N)C#N (dimethylaminomethylene-glutacononitrile), CN (methylamine). Run in CN(C)C=O (DMF). Product: CNC1=NC=C(C=C1)C#N (2-methylamino-5-cyanopyridine). As a reaction SMILES: C[N:2]([CH:4]=[C:5]([C:10]#[N:11])[CH:6]=[CH:7][C:8]#[N:9])C.[CH3:12]N>CN(C=O)C>[CH3:12][NH:9][C:8]1[CH:7]=[CH:6][C:5]([C:10]#[N:11])=[CH:4][N:2]=1. Reported procedure: 7.4 g of dimethylaminomethylene-glutacononitrile, 100 ml of DMF and 4.4 g of 35.6% strength aqueous methylamine solution were held for 2 hours at 80° C. in an 0.3 l V4A autoclave. After the mixture had been removed and concentrated, 6.4 g of 2-methylamino-5-cyanopyridine (purity 93%) were obtained, which corresponds to 90.2% of theory.